From a dataset of the Open Reaction Database (ORD), a public repository of structured organic reaction records. describe an organic reaction: reactants, conditions, products, and yield Starting materials: Cl, O, CCOC(=O)N1CCC2(CC1)CC(O)(C#Cc1ccccc1)CO2, O=S(Cl)Cl, c1ccncc1. Product: CCOC(=O)N1CCC2(C=C(C#Cc3ccccc3)CO2)CC1. RXN SMILES: [ClH:30].[OH2:29].[OH:1][C:2]1([C:17]#[C:18][c:19]2[cH:20][cH:21][cH:22][cH:23][cH:24]2)[CH2:3][O:4][C:5]2([CH2:6]1)[CH2:7][CH2:8][N:9]([C:12](=[O:13])[O:14][CH2:15][CH3:16])[CH2:10][CH2:11]2.[S:25]([Cl:26])([Cl:27])=[O:28].[cH:31]1[cH:32][cH:33][n:34][cH:35][cH:36]1>>[C:2]1([C:17]#[C:18][c:19]2[cH:20][cH:21][cH:22][cH:23][cH:24]2)=[CH:6][C:5]2([O:4][CH2:3]1)[CH2:7][CH2:8][N:9]([C:12](=[O:13])[O:14][CH2:15][CH3:16])[CH2:10][CH2:11]2. Starting materials: CN(C)S(=O)(=O)c1ccccc1Nc1nc(Cl)ncc1Cl, CCN1C(=O)CCC(C)(C)c2ccc(N)cc21. Product: CCN1C(=O)CCC(C)(C)c2ccc(Nc3ncc(Cl)c(Nc4ccccc4S(=O)(=O)N(C)C)n3)cc21. RXN SMILES: [Cl:18][c:19]1[n:20][cH:21][c:22]([Cl:38])[c:23]([NH:25][c:26]2[c:27]([S:32](=[O:33])(=[O:34])[N:35]([CH3:36])[CH3:37])[cH:28][cH:29][cH:30][cH:31]2)[n:24]1.[NH2:1][c:2]1[cH:3][cH:4][c:5]2[c:6]([cH:17]1)[N:7]([CH2:15][CH3:16])[C:8](=[O:14])[CH2:9][CH2:10][C:11]2([CH3:12])[CH3:13]>>[NH:1]([c:2]1[cH:3][cH:4][c:5]2[c:6]([cH:17]1)[N:7]([CH2:15][CH3:16])[C:8](=[O:14])[CH2:9][CH2:10][C:11]2([CH3:12])[CH3:13])[c:19]1[n:20][cH:21][c:22]([Cl:38])[c:23]([NH:25][c:26]2[c:27]([S:32](=[O:33])(=[O:34])[N:35]([CH3:36])[CH3:37])[cH:28][cH:29][cH:30][cH:31]2)[n:24]1. The reactants are C1CCOC1, C#CC(C)(C)O, CC(C)NC(C)C, [Cu]I, NC1=NC2(CO1)c1cc(O)ccc1Oc1ncc(Br)cc12, CN(C)C=O, O, c1ccc(P(c2ccccc2)(c2ccccc2)[Pd](P(c2ccccc2)(c2ccccc2)c2ccccc2)(P(c2ccccc2)(c2ccccc2)c2ccccc2)P(c2ccccc2)(c2ccccc2)c2ccccc2)cc1. The product is CC(C)(O)C#Cc1cnc2c(c1)C1(COC(N)=N1)c1cc(O)ccc1O2. RXN SMILES: [CH2:22]1[O:23][CH2:24][CH2:25][CH2:26]1.[CH3:39][C:40]([CH3:41])([C:42]#[CH:43])[OH:44].[CH:32]([NH:33][CH:34]([CH3:35])[CH3:36])([CH3:37])[CH3:38].[Cu:123][I:124].[NH2:1][C:2]1=[N:21][C:5]2([CH2:4][O:3]1)[c:6]1[cH:7][c:8]([OH:20])[cH:9][cH:10][c:11]1[O:12][c:13]1[n:14][cH:15][c:16]([Br:19])[cH:17][c:18]12.[O:27]=[CH:28][N:29]([CH3:30])[CH3:31].[OH2:45].[cH:46]1[cH:47][cH:48][c:49]([P:50]([Pd:51]([P:52]([c:53]2[cH:54][cH:55][cH:56][cH:57][cH:58]2)([c:59]2[cH:60][cH:61][cH:62][cH:63][cH:64]2)[c:65]2[cH:66][cH:67][cH:68][cH:69][cH:70]2)([P:71]([c:72]2[cH:73][cH:74][cH:75][cH:76][cH:77]2)([c:78]2[cH:79][cH:80][cH:81][cH:82][cH:83]2)[c:84]2[cH:85][cH:86][cH:87][cH:88][cH:89]2)[P:90]([c:91]2[cH:92][cH:93][cH:94][cH:95][cH:96]2)([c:97]2[cH:98][cH:99][cH:100][cH:101][cH:102]2)[c:103]2[cH:104][cH:105][cH:106][cH:107][cH:108]2)([c:109]2[cH:110][cH:111][cH:112][cH:113][cH:114]2)[c:115]2[cH:116][cH:117][cH:118][cH:119][cH:120]2)[cH:121][cH:122]1>>[NH2:1][C:2]1=[N:21][C:5]2([CH2:4][O:3]1)[c:6]1[cH:7][c:8]([OH:20])[cH:9][cH:10][c:11]1[O:12][c:13]1[n:14][cH:15][c:16]([C:43]#[C:42][C:40]([CH3:39])([CH3:41])[OH:44])[cH:17][c:18]12. Reactants: C(C)(C)(C)OC(=O)NCCC(=O)O (3-(tert-butoxycarbonylamino)propanoic acid), BrCC(=O)C1=C(C=CC=C1)OC (2-bromo-1-(2-methoxyphenyl)ethanone), oil. Product: C(C)(C)(C)OC(=O)NCCC(=O)OCC(=O)C1=C(C=CC=C1)OC (2-(2-Methoxyphenyl)-2-oxoethyl 3-(tert-butoxycarbonylamino)propanoate). Reaction SMILES: [C:1]([O:5][C:6]([NH:8][CH2:9][CH2:10][C:11]([OH:13])=[O:12])=[O:7])([CH3:4])([CH3:3])[CH3:2].Br[CH2:15][C:16]([C:18]1[CH:23]=[CH:22][CH:21]=[CH:20][C:19]=1[O:24][CH3:25])=[O:17]>>[C:1]([O:5][C:6]([NH:8][CH2:9][CH2:10][C:11]([O:13][CH2:15][C:16]([C:18]1[CH:23]=[CH:22][CH:21]=[CH:20][C:19]=1[O:24][CH3:25])=[O:17])=[O:12])=[O:7])([CH3:4])([CH3:2])[CH3:3]. Procedure: The product was obtained starting from 3-(tert-butoxycarbonylamino)propanoic acid (400 mg, 2.11 mmol) and 2-bromo-1-(2-methoxyphenyl)ethanone (484 mg, 2.11 mmol) according to the method described in example 7, step 1 as black oil (786 mg, 2.1 mmol, 99.2%). MS: M=238.2 (M-Boc+H)+ The solvent is CC(=O)C (acetone). Conditions: time 2 hour. Starting materials: C(C)(=O)NC1=CC=C(C(=O)C2=CC=CC=C2)C=C1 (N-acetyl-4-aminobenzophenone), Cl.C(C)N(CCCl)CC (2-diethylaminoethyl chloride hydrochloride), [OH-].[K+] (potassium hydroxide). RXN SMILES: [C:1]([NH:4][C:5]1[CH:18]=[CH:17][C:8]([C:9]([C:11]2[CH:16]=[CH:15][CH:14]=[CH:13][CH:12]=2)=[O:10])=[CH:7][CH:6]=1)(=[O:3])[CH3:2].Cl.[CH2:20]([N:22]([CH2:26][CH3:27])[CH2:23][CH2:24]Cl)[CH3:21].[OH-].[K+]>CC(C)=O>[CH2:20]([N:22]([CH2:26][CH3:27])[CH2:23][CH2:24][N:4]([C:1](=[O:3])[CH3:2])[C:5]1[CH:18]=[CH:17][C:8]([C:9]([C:11]2[CH:12]=[CH:13][CH:14]=[CH:15][CH:16]=2)=[O:10])=[CH:7][CH:6]=1)[CH3:21] |f:1.2,3.4|. The product is C(C)N(CCN(C1=CC=C(C(=O)C2=CC=CC=C2)C=C1)C(C)=O)CC (N-(2-Diethylaminoethyl)-N-acetyl-4-aminobenzophenone). Procedure: Combine N-acetyl-4-aminobenzophenone (4.0 g, 16.7 mmol), 2-diethylaminoethyl chloride hydrochloride (3.97 g, 23.1 mmol), and powdered potassium hydroxide (2.81 g, 50.1 mmol) in acetone (30 mL). Heat to reflux. After 2 hours, cool and decant the solvent. Evaporate the solvent in vacuo to give a residue. Partition the residue between water and ethyl acetate. Separate the organic layer and extract with water. Dry the organic layer over MgSO4, filter, and evaporate in vacuo to give the title compoun... Starting materials: N1N=C(C=C1)C=1C=C(N)C=CC1 (3-(1H-pyrazol-3-yl)aniline), C1(CC1)CN(C1=CC(=NC=N1)C(=O)O)CCC (6-[(cyclopropylmethyl)(propyl)amino]pyrimidine-4-carboxylic acid), C1(CC1)CN(C1=CC(=NC=N1)C(=O)O)CCC (6-[(cyclopropylmethyl)(propyl)amino]pyrimidine-4-carboxylic acid), C(C)(C)N(CC)C(C)C (diisopropylethylamine), ClC(=O)OC (methyl chloroformate). The solvent is C(Cl)Cl (DCM). Conditions: temperature 0 celsius, time 15 minute. The product is C1(CC1)CN(C1=CC(=NC=N1)C(=O)NC1=CC(=CC=C1)C1=NNC=C1)CCC (6-[(cyclopropylmethyl)(propyl)amino]-N-[3-(1H-pyrazol-3-yl)phenyl]pyrimidine-4-carboxamide). RXN SMILES: [CH:1]1([CH2:4][N:5]([CH2:15][CH2:16][CH3:17])[C:6]2[N:11]=[CH:10][N:9]=[C:8]([C:12]([OH:14])=O)[CH:7]=2)[CH2:3][CH2:2]1.C(N(C(C)C)CC)(C)C.ClC(OC)=O.[NH:32]1[CH:36]=[CH:35][C:34]([C:37]2[CH:38]=[C:39]([CH:41]=[CH:42][CH:43]=2)[NH2:40])=[N:33]1>C(Cl)Cl>[CH:1]1([CH2:4][N:5]([CH2:15][CH2:16][CH3:17])[C:6]2[N:11]=[CH:10][N:9]=[C:8]([C:12]([NH:40][C:39]3[CH:41]=[CH:42][CH:43]=[C:37]([C:34]4[CH:35]=[CH:36][NH:32][N:33]=4)[CH:38]=3)=[O:14])[CH:7]=2)[CH2:2][CH2:3]1. Reported procedure: A cooled (0° C.) solution of 6-(cyclopropylmethyl(propyl)amino)pyrimidine-4-carboxylic acid (Intermediate 21, 112 mg; 0.45 mmol) in DCM was treated with diisopropylethylamine (78.4 mL; 0.52 mmol) and methyl chloroformate (36.2 mL; 0.47 mmol). After stirring at 0° C. for 15 minutes, 3-(1H-pyrazol-3-yl)aniline (Apollo, 107 mg; 0.67 mmol) was added and the mixture stirred for 72 hours. The solvent was evaporated and the compound purified by preparative HPLC to give the title compound as a white sol... Reactants: BrC=1C=NC=C(C1)Br (3,5-dibromopyridine), C=1C=CC(=CC1)P(C=2C=CC=CC2)C3=CC=C4C=CC=CC4=C3C5=C6C=CC=CC6=CC=C5P(C=7C=CC=CC7)C=8C=CC=CC8 (rac-BINAP), CC(C)([O-])C.[Na+] (sodium tert-butoxide), C(C)(C)(C)OC(=O)N1CC2(C1)CNC2 (2,6-diaza-spiro[3.3]heptane-2-carboxylic acid tert-butyl ester). The reagents and catalysts are C=1C=CC(=CC1)/C=C/C(=O)/C=C/C2=CC=CC=C2.C=1C=CC(=CC1)/C=C/C(=O)/C=C/C2=CC=CC=C2.C=1C=CC(=CC1)/C=C/C(=O)/C=C/C2=CC=CC=C2.[Pd].[Pd] (Pd2(dba)3). The product is C(C)(C)(C)OC(=O)N1CC2(C1)CN(C2)C=2C=NC=C(C2)Br (6-(5-Bromo-pyridin-3-yl)-2,6-diaza-spiro[3.3]heptane-2-carboxylic acid tert-butyl ester). As a reaction SMILES: [C:1]([O:5][C:6]([N:8]1[CH2:11][C:10]2([CH2:14][NH:13][CH2:12]2)[CH2:9]1)=[O:7])([CH3:4])([CH3:3])[CH3:2].[Br:15][C:16]1[CH:17]=[N:18][CH:19]=[C:20](Br)[CH:21]=1.C1C=CC(P(C2C(C3C(P(C4C=CC=CC=4)C4C=CC=CC=4)=CC=C4C=3C=CC=C4)=C3C(C=CC=C3)=CC=2)C2C=CC=CC=2)=CC=1.CC(C)([O-])C.[Na+]>C1C=CC(/C=C/C(/C=C/C2C=CC=CC=2)=O)=CC=1.C1C=CC(/C=C/C(/C=C/C2C=CC=CC=2)=O)=CC=1.C1C=CC(/C=C/C(/C=C/C2C=CC=CC=2)=O)=CC=1.[Pd].[Pd]>[C:1]([O:5][C:6]([N:8]1[CH2:11][C:10]2([CH2:12][N:13]([C:20]3[CH:19]=[N:18][CH:17]=[C:16]([Br:15])[CH:21]=3)[CH2:14]2)[CH2:9]1)=[O:7])([CH3:4])([CH3:2])[CH3:3] |f:3.4,5.6.7.8.9|. Procedure details: In analogy to the procedure described for the preparation of intermediate A-3 [B], 2,6-diaza-spiro[3.3]heptane-2-carboxylic acid tert-butyl ester was reacted with 3,5-dibromopyridine in the presence of Pd2(dba)3, rac-BINAP and sodium tert-butoxide to give the title compound as a white solid. The reactants are C1(=CC=CC=C1)C#CC#CC#C/C=C/CO ((E)-9-phenyl-2-nonen-4,6,8-triyn-1-ol), solution, C(C)(C)(C)OO (t-butylhydroperoxide), C(C)(C)(C)OO (t-butyl hydroperoxide). The reagents and catalysts are C/C(=C\C(=O)C)/O.C/C(=C\C(=O)C)/O.O=[V] (vanadyl acetylacetonate). Run in C1=CC=CC=C1 (benzene), C1=CC=CC=C1 (benzene). Run at time 18 hour. The product is C1(=CC=CC=C1)C#CC#CC#C[C@H]1[C@@H](O1)CO ((trans)-3-(6-Phenyl-1,3,5-hexatriynyl)oxiranemethanol). As a reaction SMILES: [C:1]1([C:7]#[C:8][C:9]#[C:10][C:11]#[C:12]/[CH:13]=[CH:14]/[CH2:15][OH:16])[CH:6]=[CH:5][CH:4]=[CH:3][CH:2]=1.C([O:21]O)(C)(C)C>C1C=CC=CC=1.C/C(/O)=C\C(C)=O.C/C(/O)=C\C(C)=O.O=[V]>[C:1]1([C:7]#[C:8][C:9]#[C:10][C:11]#[C:12][C@@H:13]2[O:21][C@H:14]2[CH2:15][OH:16])[CH:6]=[CH:5][CH:4]=[CH:3][CH:2]=1 |f:3.4.5|. Procedure details: To a stirred solution of 103 mg (0.50 mmole) of (E)-9-phenyl-2-nonen-4,6,8-triyn-1-ol in 20 ml of dry benzene was added 5 mg of vanadyl acetylacetonate and 0.095 ml (0.50 mmole) of a 5.24M solution of t-butylhydroperoxide in benzene. Further 0.095 ml potions of t-butyl hydroperoxide solution were added after 2 hours and 31/2 hours. After stirring for 18 hours, the benzene solution was concentrated and purified via preparative thin layer chromatography (Analtech, 2 mm, silica gel; ether-hexane 1:...